The task is: describe an organic reaction: reactants, conditions, products, and yield. This data is from the Open Reaction Database (ORD), a public repository of structured organic reaction records. The reactants are CS(=O)C (dimethylsulfoxide), ClCCC1OC2=C(C(N(C1)C)=S)C=C(C=C2)C(F)(F)F (2-(2-chloroethyl)-2,3-dihydro-4-methyl-7-(trifluoromethyl)-1,4-benzoxazepine-5(4H)-thione), N1CCC1 (azetidine), C([O-])([O-])=O.[K+].[K+] (potassium carbonate), N1CCC1 (azetidine). Solvent: O (water). Conditions: time 2 day. Yields the product C(C(=O)O)(=O)O.N1(CCC1)CCC1OC=2C(N(C1)C)C(C=C(C2)C(F)(F)F)=S (2-[2-(1-Azetidinyl)ethyl]-2,3-dihydro-4-methyl-7-(trifluoromethyl)-1,4-benzoxazine-5(4H)-thione oxalate). Yield: 46.0%. As a reaction SMILES: C[S:2]([CH3:4])=[O:3].Cl[CH2:6][CH2:7][CH:8]1[CH2:14][N:13]([CH3:15])[C:12](=S)[C:11]2[CH:17]=[C:18]([C:21]([F:24])([F:23])[F:22])[CH:19]=C[C:10]=2[O:9]1.[NH:25]1[CH2:28][CH2:27][CH2:26]1.[C:29](=[O:32])([O-:31])[O-].[K+].[K+]>O>[C:10]([OH:9])(=[O:3])[C:29]([OH:31])=[O:32].[N:25]1([CH2:6][CH2:7][CH:8]2[CH2:14][N:13]([CH3:15])[CH:12]3[C:4](=[S:2])[CH:19]=[C:18]([C:21]([F:22])([F:23])[F:24])[CH:17]=[C:11]3[O:9]2)[CH2:28][CH2:27][CH2:26]1 |f:3.4.5,7.8|. Procedure details: To 30 ml of dimethylsulfoxide was added 4.0 g (0.012 mole) of 2-(2-chloroethyl)-2,3-dihydro-4-methyl-7-(trifluoromethyl)-1,4-benzoxazepine-5(4H)-thione 1.4 g (0.025 mole) of azetidine and 10 g of potassium carbonate. The reaction mixture was stirred at room temperature for 2 days and 1.2 g (0.021 mole) of azetidine was added. After 3 days, the entire reaction mixture was poured into 500 ml of water and extracted with 3×100 ml of toluene. The combined organic layers were washed with 2×100 ml of w... The product is FC1=C(C(=O)C=2C=CC(N3C2NC2=C3CC(CC2C)C)=O)C=CC(=C1)F (4-(2,4-Difluorobenzoyl)-6,8-dimethyl-6,7,8,9-tetrahydropyrido[1,2-a]benzimidazol-1(5H)-one). Run at time 3 hour. Reaction SMILES: N1(C(N2C=CN=C2)=O)C=CN=C1.[C:13]([OH:17])(=O)[C:14]#[CH:15].[F:18][C:19]1[CH:24]=[C:23]([F:25])[CH:22]=[CH:21][C:20]=1[C:26](=[O:39])[CH2:27][C:28]1[NH:32][C:31]2[CH2:33][CH:34]([CH3:38])[CH2:35][CH:36]([CH3:37])[C:30]=2[N:29]=1>C1COCC1>[F:18][C:19]1[CH:24]=[C:23]([F:25])[CH:22]=[CH:21][C:20]=1[C:26]([C:27]1[CH:15]=[CH:14][C:13](=[O:17])[N:32]2[C:31]3[CH2:33][CH:34]([CH3:38])[CH2:35][CH:36]([CH3:37])[C:30]=3[NH:29][C:28]=12)=[O:39]. The solvent is C1CCOC1 (THF). Procedure details: 126.8 mg (0.78 mmol) of 1-(1H-imidazol-1-ylcarbonyl)-1H-imidazole and 45.5 mg (0.65 mmol) of propiolic acid are dissolved in 8 ml THF. The mixture is stirred for 3 h at rt. To this solution 131.7 mg (0.43 mmol) of 1-(2,4-Difluorophenyl)-2-(4,6-dimethyl-4,5,6,7-tetrahydro-1H-benzimidazol-2-yl)ethanone (example X) are added and the mixture is stirred for 20 h at rt. The solvent is evaporated under vacuum and the crude is purified over preparative HPLC (RP18-column, eluent: acetonitrile-water-gradi... The reactants are N1(C=NC=C1)C(=O)N1C=NC=C1 (1-(1H-imidazol-1-ylcarbonyl)-1H-imidazole), C(C#C)(=O)O (propiolic acid), FC1=C(C=CC(=C1)F)C(CC1=NC2=C(N1)CC(CC2C)C)=O (1-(2,4-Difluorophenyl)-2-(4,6-dimethyl-4,5,6,7-tetrahydro-1H-benzimidazol-2-yl)ethanone). Reactants: C1CCOC1, Cc1cc(N)cc(N2CCc3ccccc3C2)n1, CCOC(=O)C(=O)Cl, c1ccncc1. Yields the product CCOC(=O)C(=O)Nc1cc(C)nc(N2CCc3ccccc3C2)c1. As a reaction SMILES: [CH2:27]1[O:28][CH2:29][CH2:30][CH2:31]1.[CH2:9]1[N:10]([c:19]2[n:20][c:21]([CH3:26])[cH:22][c:23]([NH2:25])[cH:24]2)[CH2:11][CH2:12][c:13]2[cH:14][cH:15][cH:16][cH:17][c:18]21.[Cl:1][C:2]([C:3](=[O:4])[O:5][CH2:6][CH3:7])=[O:8].[cH:32]1[cH:33][cH:34][n:35][cH:36][cH:37]1>>[C:2]([C:3](=[O:4])[O:5][CH2:6][CH3:7])(=[O:8])[NH:25][c:23]1[cH:22][c:21]([CH3:26])[n:20][c:19]([N:10]2[CH2:9][c:18]3[c:13]([cH:14][cH:15][cH:16][cH:17]3)[CH2:12][CH2:11]2)[cH:24]1.